From a dataset of the Open Reaction Database (ORD), a public repository of structured organic reaction records. describe an organic reaction: reactants, conditions, products, and yield Reactants: COC1=C2C=CC=C(C2=CC=C1)OC1CCN(CC1)C(=O)OC=C (4-(5-methoxy-1-naphthalenyloxy)-1-(vinyloxycarbonyl)piperidine), Cl (HCl). Solvent: CO (methanol). Product: Cl.COC1=C2C=CC=C(C2=CC=C1)OC1CCNCC1 (4-(5-methoxy-1-naphthalenyloxy)piperidine hydrochloride). As a reaction SMILES: [CH3:1][O:2][C:3]1[CH:12]=[CH:11][CH:10]=[C:9]2[C:4]=1[CH:5]=[CH:6][CH:7]=[C:8]2[O:13][CH:14]1[CH2:19][CH2:18][N:17](C(OC=C)=O)[CH2:16][CH2:15]1.[ClH:25]>CO>[ClH:25].[CH3:1][O:2][C:3]1[CH:12]=[CH:11][CH:10]=[C:9]2[C:4]=1[CH:5]=[CH:6][CH:7]=[C:8]2[O:13][CH:14]1[CH2:19][CH2:18][NH:17][CH2:16][CH2:15]1 |f:3.4|. Reported procedure: The thus obtained 4-(5-methoxy-1-naphthalenyloxy)-1-(vinyloxycarbonyl)piperidine is stirred for 2 hours with 2 N HCl in methanol to yield 4-(5-methoxy-1-naphthalenyloxy)piperidine hydrochloride. Reactants: CC1(CCC2(CCC(O2)=O)CC1)C (8,8-dimethyl-1-oxa-spiro[4.5]decan-2-one), three, OS(=O)(=O)O (H2SO4). Solvent: C(CCC)O (butanol), C(CCC)O (butanol). Conditions: time 8 hour. Yields the product C(CCC)OC(CCC1=CCC(CC1)(C)C)=O (3-(4,4-Dimethyl-cyclohex-1-enyl)-propionic Acid Butyl Ester). As a reaction SMILES: [CH3:1][C:2]1([CH3:13])[CH2:12][CH2:11][C:5]2([O:9][C:8](=[O:10])[CH2:7][CH2:6]2)[CH2:4][CH2:3]1.OS(O)(=O)=O>C(O)CCC>[CH2:1]([O:9][C:8](=[O:10])[CH2:7][CH2:6][C:5]1[CH2:11][CH2:12][C:2]([CH3:13])([CH3:1])[CH2:3][CH:4]=1)[CH2:2][CH2:3][CH3:4]. Procedure details: The crude 8,8-dimethyl-1-oxa-spiro[4.5]decan-2-one (40.2 g, 0.22 mol) was introduced into a 250 ml three necked round bottom flask together with butanol (23 g) and concentrated H2SO4 (0.5 g). Temperature was risen to 140° C. and during 8 hours fresh butanol (42.9 g) was introduced, while collecting a mixture of butanol/water. The reaction mixture was cooled to room temperature and toluene (66 g) and water (66 g) were added. The organic phase was washed with NaHCO3 and water to yield after concen...